The task is: describe an organic reaction: reactants, conditions, products, and yield. This data is from the Open Reaction Database (ORD), a public repository of structured organic reaction records. Starting materials: [Al+3], CCOCC, N#Cc1c(Cl)cccc1-n1cccc1, [H-], [H-], [H-], [H-], [Li+]. Yields the product NCc1c(Cl)cccc1-n1cccc1. Reaction SMILES: [Al+3:16].[CH3:21][CH2:22][O:23][CH2:24][CH3:25].[Cl:1][c:2]1[c:3]([C:13]#[N:14])[c:4](-[n:8]2[cH:9][cH:10][cH:11][cH:12]2)[cH:5][cH:6][cH:7]1.[H-:15].[H-:18].[H-:19].[H-:20].[Li+:17]>>[Cl:1][c:2]1[c:3]([CH2:13][NH2:14])[c:4](-[n:8]2[cH:9][cH:10][cH:11][cH:12]2)[cH:5][cH:6][cH:7]1. Reactants: CCCCN1C(=O)C(Cl)=C(c2ccccc2)S1(=O)=O, Nc1ccc2[nH]ccc2c1, CN(C)C=O. The product is CCCCN1C(=O)C(Nc2ccc3[nH]ccc3c2)=C(c2ccccc2)S1(=O)=O. Reaction SMILES: [CH2:1]([CH2:2][CH2:3][CH3:4])[N:5]1[S:6](=[O:18])(=[O:19])[C:7]([c:12]2[cH:13][cH:14][cH:15][cH:16][cH:17]2)=[C:8]([Cl:11])[C:9]1=[O:10].[NH2:20][c:21]1[cH:22][cH:23][c:24]2[nH:25][cH:26][cH:27][c:28]2[cH:29]1.[O:30]=[CH:31][N:32]([CH3:33])[CH3:34]>>[CH2:1]([CH2:2][CH2:3][CH3:4])[N:5]1[S:6](=[O:18])(=[O:19])[C:7]([c:12]2[cH:13][cH:14][cH:15][cH:16][cH:17]2)=[C:8]([NH:20][c:21]2[cH:22][cH:23][c:24]3[nH:25][cH:26][cH:27][c:28]3[cH:29]2)[C:9]1=[O:10]. The reactants are CCC1=NS(=O)(=O)N(C)C(=O)N1, ClP(Cl)(Cl)(Cl)Cl, ClCCCl, O=P(Cl)(Cl)Cl. The product is CCC1=NS(=O)(=O)N(C)C(Cl)=N1. As a reaction SMILES: [CH3:7][N:8]1[S:9](=[O:17])(=[O:18])[N:10]=[C:11]([CH2:15][CH3:16])[NH:12][C:13]1=[O:14].[Cl:1][P:2]([Cl:3])([Cl:4])([Cl:5])[Cl:6].[Cl:24][CH2:25][CH2:26][Cl:27].[P:19]([Cl:20])([Cl:21])([Cl:22])=[O:23]>>[CH3:7][N:8]1[S:9](=[O:17])(=[O:18])[N:10]=[C:11]([CH2:15][CH3:16])[N:12]=[C:13]1[Cl:21]. The reactants are O1CC(C)(C)COC1CCCCCCCC. The reagents and catalysts are O1B(OC(C)(C)C1(C)C)B2OC(C)(C)C(O2)(C)C, N=1C=CC=C2C=CC=3C=CC(=NC3C12)C, C[OH2+].C[OH2+].C1CC=CCCC=C1.C1CC=CCCC=C1.[Ir].[Ir]. The solvent is C1CCCCCCC1. Conditions: temperature 100 celsius, time 20 hour. The product is O1B(OC(C)(C)C1(C)C)CCCCCCCCC2OCC(C)(C)CO2. Isolated yield 47.0%.